Dataset: the Open Reaction Database (ORD), a public repository of structured organic reaction records. Task: describe an organic reaction: reactants, conditions, products, and yield Starting materials: FC(C=1C=C(CN(C(=O)C2=NC(=NC=C2C2=CC=CC=C2)S(=O)(=O)C)C)C=C(C1)C(F)(F)F)(F)F (2-methanesulfonyl-5-phenyl-pyrimidine-4-carboxylic acid (3,5-bis-trifluoromethyl-benzyl)-methyl-amide), O1CCOCC1 (dioxan). Conditions: time 16 hour. The product is FC(C=1C=C(CN(C(=O)C2=NC(=NC=C2C2=CC=CC=C2)N2CCN(CC2)C)C)C=C(C1)C(F)(F)F)(F)F (2-(4-methyl-piperazin-1-yl)-5-phenyl-pyrimidine-4-carboxylic acid (3,5-bis-trifluoromethyl-benzyl)-methyl-amide). Isolated yield 96.2%. RXN SMILES: [F:1][C:2]([F:35])([F:34])[C:3]1[CH:4]=[C:5]([CH:27]=[C:28]([C:30]([F:33])([F:32])[F:31])[CH:29]=1)[CH2:6][N:7]([CH3:26])[C:8]([C:10]1[C:15]([C:16]2[CH:21]=[CH:20][CH:19]=[CH:18][CH:17]=2)=[CH:14][N:13]=[C:12](S(C)(=O)=O)[N:11]=1)=[O:9].O1[CH2:41][CH2:40]OCC1>>[F:1][C:2]([F:35])([F:34])[C:3]1[CH:4]=[C:5]([CH:27]=[C:28]([C:30]([F:33])([F:32])[F:31])[CH:29]=1)[CH2:6][N:7]([CH3:26])[C:8]([C:10]1[C:15]([C:16]2[CH:21]=[CH:20][CH:19]=[CH:18][CH:17]=2)=[CH:14][N:13]=[C:12]([N:11]2[CH2:41][CH2:40][N:7]([CH3:6])[CH2:8][CH2:10]2)[N:11]=1)=[O:9]. Procedure: To a solution of 0.3 g (0.58 mmol) 2-methanesulfonyl-5-phenyl-pyrimidine-4-carboxylic acid (3,5-bis-trifluoromethyl-benzyl)-methyl-amide in 10 ml dioxan 0.16 ml (1.45 mmol) 1-methyl-piperazine was added. The reaction mixture was stirred for 16 hrs. After evaporation of the solvent, the residue was distributed between 50 ml CH2Cl2 and 50 ml H2O. The aqueous layer was extracted with 50 ml CH2Cl2, the combined organic layers dried (MgSO4), filtered and evaporated. The residue was purified by chroma... Reaction SMILES: [Cl:1][C:2]1[C:3]([C:15]2([C:18]#[N:19])[CH2:17][CH2:16]2)=[N:4][CH:5]=[C:6]([CH:8]2[CH2:10][CH:9]2[C:11]([F:14])([F:13])[F:12])[CH:7]=1>CO.N.[Ni]>[Cl:1][C:2]1[C:3]([C:15]2([CH2:18][NH2:19])[CH2:17][CH2:16]2)=[N:4][CH:5]=[C:6]([CH:8]2[CH2:10][CH:9]2[C:11]([F:14])([F:12])[F:13])[CH:7]=1. The yield is 88.2%. The reagents and catalysts are [Ni] (Raney-nickel). The solvent is CO (methanol), N (ammonia). The reactants are ClC=1C(=NC=C(C1)C1C(C1)C(F)(F)F)C1(CC1)C#N (1-[3-chloro-5-[2-(trifluoromethyl)cyclopropyl]-2-pyridyl]cyclopropanecarbonitrile). The product is ClC=1C(=NC=C(C1)C1C(C1)C(F)(F)F)C1(CC1)CN ([1-[3-chloro-5-[2-(trifluoromethyl)cyclopropyl]-2-pyridyl]cyclopropyl]methanamine). Procedure: 509 mg of 1-[3-chloro-5-[2-(trifluoromethyl)cyclopropyl]-2-pyridyl]cyclopropanecarbonitrile (step 2) was dissolved in 35 ml of methanol containing 2 ml of ammonia (7N in methanol). The solution was hydrogenated over Raney-nickel (flow: 1 mL/min, 50° C., 40 bar). Then the solvent was removed at reduced pressure to give 455 mg of [1-[3-chloro-5-[2-(trifluoromethyl)cyclopropyl]-2-pyridyl]cyclopropyl]methanamine as an orange oil. 1H-NMR (CDCl3): 8.30 ppm (s, 1H), 7.87 ppm (s, 1H), 2.94 ppm (s, 2H), ... The reactants are C(C)OC(C(C(=O)OCC)C=1C=NC(=CC1)OC)=O (2-(6-Methoxy-pyridin-3-yl)-malonic acid diethyl ester), [OH-].[Na+] (NaOH), O (H2O), Cl (HCl). The solvent is [OH-].[Na+].C1CCOC1 (NaOH THF). Reaction conditions: time 1 hour. The product is COC1=CC=C(C=N1)CC(=O)O ((6-Methoxy-pyridin-3-yl)-acetic acid). RXN SMILES: C([O:3][C:4](=[O:19])[CH:5]([C:11]1[CH:12]=[N:13][C:14]([O:17][CH3:18])=[CH:15][CH:16]=1)C(OCC)=O)C.O.Cl.[OH-].[Na+]>[OH-].[Na+].C1COCC1>[CH3:18][O:17][C:14]1[N:13]=[CH:12][C:11]([CH2:5][C:4]([OH:19])=[O:3])=[CH:16][CH:15]=1 |f:3.4,5.6.7|. Procedure details: 2-(6-Methoxy-pyridin-3-yl)-malonic acid diethyl ester (5.6 g, 21.0 mmoL) prepared in Example 3 was dissolved in 2N NaOH/THF:H2O (1:1) (20 mL). The resulting mixture was heated to reflux for 3 hours. The reaction mixture was then adjusted to pH=1 by concentrated HCl and stirred at room temperature for another 1 hour. The solution was then adjusted to pH=13 by 1N NaOH and extracted with ether. The aqueous phase was acidified to pH=5 by 1N HCl and extracted 3× by ethyl acetate. The combined organic...